Dataset: the Open Reaction Database (ORD), a public repository of structured organic reaction records. Task: describe an organic reaction: reactants, conditions, products, and yield The reactants are BrC=1C(=NN(C1)C)C1(CCC(CC1)=O)O (4-(4-bromo-1-methyl-1H-pyrazol-3-yl)-4-hydroxy-cyclohexanone), N1CC(C1)NC(=O)CNC(C1=CC(=CC=C1)C(F)(F)F)=O (N-(azetidin-3-ylcarbamoylmethyl)-3-trifluoromethyl-benzamide). The product is BrC=1C(=NN(C1)C)C1(CCC(CC1)N1CC(C1)NC(=O)CNC(C1=CC(=CC=C1)C(F)(F)F)=O)O (N-({1-[4-(4-Bromo-1-methyl-1H-pyrazol-3-yl)-4-hydroxy-cyclohexyl]-azetidin-3-ylcarbamoyl}-methyl)-3-trifluoromethyl-benzamide). RXN SMILES: [Br:1][C:2]1[C:3]([C:8]2([OH:15])[CH2:13][CH2:12][C:11](=O)[CH2:10][CH2:9]2)=[N:4][N:5]([CH3:7])[CH:6]=1.[NH:16]1[CH2:19][CH:18]([NH:20][C:21]([CH2:23][NH:24][C:25](=[O:36])[C:26]2[CH:31]=[CH:30][CH:29]=[C:28]([C:32]([F:35])([F:34])[F:33])[CH:27]=2)=[O:22])[CH2:17]1>>[Br:1][C:2]1[C:3]([C:8]2([OH:15])[CH2:13][CH2:12][CH:11]([N:16]3[CH2:19][CH:18]([NH:20][C:21]([CH2:23][NH:24][C:25](=[O:36])[C:26]4[CH:31]=[CH:30][CH:29]=[C:28]([C:32]([F:35])([F:33])[F:34])[CH:27]=4)=[O:22])[CH2:17]3)[CH2:10][CH2:9]2)=[N:4][N:5]([CH3:7])[CH:6]=1. Reported procedure: The title compounds were prepared as white solids from reductive amination of 4-(4-bromo-1-methyl-1H-pyrazol-3-yl)-4-hydroxy-cyclohexanone, as prepared in the previous step, and N-(azetidin-3-ylcarbamoylmethyl)-3-trifluoromethyl-benzamide using the procedure described in Step E of Example 1. Reactants: C(C)OC(=O)C1(CCNCC1)CCOC (4-(2-methoxy-ethyl)-piperidine-4-carboxylic acid ethyl ester), ClC1=C(C=CC=C1)S(=O)(=O)Cl (2-chlorobenzenesulfonyl chloride), CN1N=C2C=CC(=CC2=C1)N (2-methyl-2H-indazol-5-ylamine). Product: ClC1=C(C=CC=C1)S(=O)(=O)N1CCC2(CCN(C2=O)C2=CC3=CN(N=C3C=C2)C)CC1 (8-(2-Chloro-benzenesulfonyl)-2-(2-methyl-2H-indazol-5-yl)-2,8-diaza-spiro[4.5]decan-1-one). As a reaction SMILES: C(O[C:4]([C:6]1([CH2:12][CH2:13]OC)[CH2:11][CH2:10][NH:9][CH2:8][CH2:7]1)=[O:5])C.[Cl:16][C:17]1[CH:22]=[CH:21][CH:20]=[CH:19][C:18]=1[S:23](Cl)(=[O:25])=[O:24].[CH3:27][N:28]1[CH:36]=[C:35]2[C:30]([CH:31]=[CH:32][C:33]([NH2:37])=[CH:34]2)=[N:29]1>>[Cl:16][C:17]1[CH:22]=[CH:21][CH:20]=[CH:19][C:18]=1[S:23]([N:9]1[CH2:8][CH2:7][C:6]2([C:4](=[O:5])[N:37]([C:33]3[CH:32]=[CH:31][C:30]4[C:35](=[CH:36][N:28]([CH3:27])[N:29]=4)[CH:34]=3)[CH2:13][CH2:12]2)[CH2:11][CH2:10]1)(=[O:25])=[O:24]. Procedure details: Off-white crystalline solid. MS (ESI): 459.3 (MH+). This example was prepared in analogy to example 1 step C) to D) from 4-(2-methoxy-ethyl)-piperidine-4-carboxylic acid ethyl ester (example 1 step B)), 2-chlorobenzenesulfonyl chloride and 2-methyl-2H-indazol-5-ylamine (synthesis: Boyer, et al; Journal of Chemical Research, Miniprint; English; 11; 1990; 2601). The reactants are CO (MeOH), BrC1=CC=C(C=C1)N1C(=NC=2N(C=NC2C1=O)C)Cl (1-(4-Bromophenyl)-2-chloro-9-methyl-1,9-dihydro-6H-purin-6-one), FC1=C(C=CC(=C1F)F)O (2,3,4-trifluorophenol). Run in C(Cl)Cl (CH2Cl2). Run at temperature 140 celsius, time 23 hour. The product is BrC1=CC=C(C=C1)N1C(=NC=2N(C=NC2C1=O)C)OC1=C(C(=C(C=C1)F)F)F (1-(4-Bromophenyl)-9-methyl-2-(2,3,4-trifluorophenoxy)-1,9-dihydro-6H-purin-6-one). RXN SMILES: [Br:1][C:2]1[CH:7]=[CH:6][C:5]([N:8]2[C:16](=[O:17])[C:15]3[N:14]=[CH:13][N:12]([CH3:18])[C:11]=3[N:10]=[C:9]2Cl)=[CH:4][CH:3]=1.[F:20][C:21]1[C:26]([F:27])=[C:25]([F:28])[CH:24]=[CH:23][C:22]=1[OH:29].CO>C(Cl)Cl>[Br:1][C:2]1[CH:7]=[CH:6][C:5]([N:8]2[C:16](=[O:17])[C:15]3[N:14]=[CH:13][N:12]([CH3:18])[C:11]=3[N:10]=[C:9]2[O:29][C:22]2[CH:23]=[CH:24][C:25]([F:28])=[C:26]([F:27])[C:21]=2[F:20])=[CH:4][CH:3]=1. Procedure: 1-(4-Bromophenyl)-2-chloro-9-methyl-1,9-dihydro-6H-purin-6-one (150 mg, 0.4417 mmol) and 2,3,4-trifluorophenol (130.8 mg, 0.8834 mmol) are added to a vial, and the sealed mixture is heated with stirring at 140° C. for 23 h. Silica gel column chromatography (MeOH:CH2Cl2=0.5:99.5) gives the title compound as a white solid. 1H NMR (400 MHz, CDCl3) 7.66 (3H, m), 7.24 (2H, m), 7.00 (2H, m), 3.58 (3H, s). MS (M+1): 451.08; RT=1.31 min. The IC50 determined as described in Example 6 is 100 nanomolar or ... Starting materials: OCCBr, CCO, [Na+], [OH-], O, CC(C)(C)C(=O)c1ccc(C(=O)NO)cc1. The product is CC(C)(C)C(=O)c1ccc(C(=O)NOCCO)cc1. As a reaction SMILES: [Br:19][CH2:20][CH2:21][OH:22].[CH3:23][CH2:24][OH:25].[Na+:18].[OH-:17].[OH2:26].[OH:1][NH:2][C:3]([c:4]1[cH:5][cH:6][c:7]([C:10]([C:11]([CH3:12])([CH3:13])[CH3:14])=[O:15])[cH:8][cH:9]1)=[O:16]>>[O:1]([NH:2][C:3]([c:4]1[cH:5][cH:6][c:7]([C:10]([C:11]([CH3:12])([CH3:13])[CH3:14])=[O:15])[cH:8][cH:9]1)=[O:16])[CH2:20][CH2:21][OH:22]. Starting materials: CCOCC, CCO, CCOC(=O)c1ccc(S(=O)(=O)CC)c(OCCOC)c1Cl, [Na+], [OH-]. The product is CCS(=O)(=O)c1ccc(C(=O)O)c(Cl)c1OCCOC. Reaction SMILES: [CH3:25][CH2:26][O:27][CH2:28][CH3:29].[CH3:30][CH2:31][OH:32].[Cl:1][c:2]1[c:3]([C:4](=[O:5])[O:6][CH2:7][CH3:8])[cH:9][cH:10][c:11]([S:18](=[O:19])(=[O:20])[CH2:21][CH3:22])[c:12]1[O:13][CH2:14][CH2:15][O:16][CH3:17].[Na+:24].[OH-:23]>>[Cl:1][c:2]1[c:3]([C:4](=[O:5])[OH:6])[cH:9][cH:10][c:11]([S:18](=[O:19])(=[O:20])[CH2:21][CH3:22])[c:12]1[O:13][CH2:14][CH2:15][O:16][CH3:17]. The reactants are N1[C@@H](C(=O)N)CCC1 (D-proline amide), ClCC(=O)Cl (chloroacetyl chloride). The product is ClCC(=O)N1[C@H](CCC1)C#N ((R)-1-(2-Chloroacetyl)pyrrolidine-2-carbonitrile). The yield is 66.0%. As a reaction SMILES: [NH:1]1[CH2:8][CH2:7][CH2:6][C@@H:2]1[C:3]([NH2:5])=O.[Cl:9][CH2:10][C:11](Cl)=[O:12]>>[Cl:9][CH2:10][C:11]([N:1]1[CH2:8][CH2:7][CH2:6][C@@H:2]1[C:3]#[N:5])=[O:12]. Procedure details: In a similar procedure as employed in the Intermediate Example 1, D-proline amide (3.2 g) was reacted with chloroacetyl chloride (2.5 ml) and then subjected to dehydration reaction to give the title compound (3.2 g, Y.:66%). Reactants: C1CCOC1 (THF), [OH-].[Na+] (NaOH), C(C)(=O)OC1CCC=2C1=NC=C(C2N2C[C@H](C[C@H](C2)C)NC(=O)OC(C)(C)C)NC(=O)C2=NC(=C(C=C2)F)C2=C(C=C(C=C2F)C(C)(C)O)F (4-{(3S,5R)-3-[(tert-butoxycarbonyl)amino]-5-methylpiperidin-1-yl}-3-[({6-[2,6-difluoro-4-(1-hydroxy-1-methylethyl)phenyl]-5-fluoropyridin-2-yl}carbonyl)amino]-6,7-dihydro-5H-cyclopenta[b]pyridin-7-yl acetate). Run in CO (MeOH). Yields the product alcohol, FC1=C(C(=CC(=C1)C(C)(C)O)F)C1=C(C=CC(=N1)C(=O)NC=1C(=C2C(=NC1)C(CC2)O)N2C[C@H](C[C@H](C2)C)NC(OC(C)(C)C)=O)F (tert-butyl ((3S,5R)-1-{3-[({6-[2,6-difluoro-4-(1-hydroxy-1-methylethyl)phenyl]-5-fluoropyridin-2-yl}carbonyl)amino]-7-hydroxy-6,7-dihydro-5H-cyclopenta[b]pyridin-4-yl}-5-methylpiperidin-3-yl)carbamate). As a reaction SMILES: C([O:4][CH:5]1[C:9]2=[N:10][CH:11]=[C:12]([NH:29][C:30]([C:32]3[CH:37]=[CH:36][C:35]([F:38])=[C:34]([C:39]4[C:44]([F:45])=[CH:43][C:42]([C:46]([OH:49])([CH3:48])[CH3:47])=[CH:41][C:40]=4[F:50])[N:33]=3)=[O:31])[C:13]([N:14]3[CH2:19][C@H:18]([CH3:20])[CH2:17][C@H:16]([NH:21][C:22]([O:24][C:25]([CH3:28])([CH3:27])[CH3:26])=[O:23])[CH2:15]3)=[C:8]2[CH2:7][CH2:6]1)(=O)C.C1COCC1.[OH-].[Na+]>CO>[F:45][C:44]1[CH:43]=[C:42]([C:46]([OH:49])([CH3:48])[CH3:47])[CH:41]=[C:40]([F:50])[C:39]=1[C:34]1[N:33]=[C:32]([C:30]([NH:29][C:12]2[C:13]([N:14]3[CH2:19][C@H:18]([CH3:20])[CH2:17][C@H:16]([NH:21][C:22](=[O:23])[O:24][C:25]([CH3:28])([CH3:27])[CH3:26])[CH2:15]3)=[C:8]3[CH2:7][CH2:6][CH:5]([OH:4])[C:9]3=[N:10][CH:11]=2)=[O:31])[CH:37]=[CH:36][C:35]=1[F:38] |f:2.3|. Procedure: The amide intermediate prepared as described above was treated with THF (6 mL), MeOH (6 mL) and 1.0 M aq. NaOH (7.39 mL, 7.39 mmol) at room temperature for 20 min. The volatile solvents were removed under reduced pressure. The residue was extracted with EtOAc (2 times). The combined organic phases were washed with brine, dried over Na2SO4, concentrated under reduced pressure to give an alcohol intermediate, tert-butyl ((3S,5R)-1-{3-[({6-[2,6-difluoro-4-(1-hydroxy-1-methylethyl)phenyl]-5-fluoropy...